Dataset: the Open Reaction Database (ORD), a public repository of structured organic reaction records. Task: describe an organic reaction: reactants, conditions, products, and yield Reactants: OC(CCN1C(N(C=2N=C(NC2C1=O)OC1=CC(=CC=C1)OC(F)(F)F)C)=O)C (1-(3-hydroxybutyl)-3-methyl-8-(3-(trifluoromethoxy)phenoxy)-1H-purine-2,6(3H,7H)— dione), OC(CCN1C(N(C=2N=C(NC2C1=O)OC1=CC(=CC=C1)OC(F)(F)F)C)=O)C (1-(3-hydroxybutyl)-3-methyl-8-(3-(trifluoromethoxy)phenoxy)-1H-purine-2,6(3H,7H)— dione), Cl.ClCC1=NC=C(C=C1)C (2-(chloromethyl)-5-methylpyridine hydrochloride), Cl.ClCC1=NC=C(C=C1)C (2-(chloromethyl)-5-methylpyridine hydrochloride), C([O-])([O-])=O.[K+].[K+] (potassium carbonate). The reagents and catalysts are CCCC[N+](CCCC)(CCCC)CCCC.[I-] (TBAI). Run in CN(C)C=O (DMF). Run at temperature 65 celsius, time 8 hour. Yields the product OC(CCN1C(N(C=2N=C(N(C2C1=O)CC1=NC=C(C=C1)C)OC1=CC(=CC=C1)OC(F)(F)F)C)=O)C (1-(3-hydroxybutyl)-3-methyl-7-((5-methylpyridin-2-yl)methyl)-8-(3-(trifluoromethoxy)phenoxy)-1H-purine-2,6(3H,7H)-dione). Yield: 31.8%. RXN SMILES: [OH:1][CH:2]([CH3:29])[CH2:3][CH2:4][N:5]1[C:13](=[O:14])[C:12]2[NH:11][C:10]([O:15][C:16]3[CH:21]=[CH:20][CH:19]=[C:18]([O:22][C:23]([F:26])([F:25])[F:24])[CH:17]=3)=[N:9][C:8]=2[N:7]([CH3:27])[C:6]1=[O:28].Cl.Cl[CH2:32][C:33]1[CH:38]=[CH:37][C:36]([CH3:39])=[CH:35][N:34]=1.C(=O)([O-])[O-].[K+].[K+]>CN(C=O)C.CCCC[N+](CCCC)(CCCC)CCCC.[I-]>[OH:1][CH:2]([CH3:29])[CH2:3][CH2:4][N:5]1[C:13](=[O:14])[C:12]2[N:11]([CH2:32][C:33]3[CH:38]=[CH:37][C:36]([CH3:39])=[CH:35][N:34]=3)[C:10]([O:15][C:16]3[CH:21]=[CH:20][CH:19]=[C:18]([O:22][C:23]([F:25])([F:26])[F:24])[CH:17]=3)=[N:9][C:8]=2[N:7]([CH3:27])[C:6]1=[O:28] |f:1.2,3.4.5,7.8|. Procedure: To a solution of 1-(3-hydroxybutyl)-3-methyl-8-(3-(trifluoromethoxy)phenoxy)-1H-purine-2,6(3H,7H)— dione (50 mg, 0.121 mmol, intermediate 57) in DMF (3 mL) was added 2-(chloromethyl)-5-methylpyridine hydrochloride (30 mg, 0.182 mmol, intermediate 50), followed by potassium carbonate (50 mg, 0.363 mmol) and TBAI (10 mg, 0.027 mmol). The reaction was stirred at 65° C. overnight. The reaction was cooled and partitioned between ethyl acetate and water. The organic phase was washed with brine, dried ... The reactants are C(C1=CC=CC=C1)[C@@]1(O)[C@@H]([C@@H](OC(C)=O)[C@H](OC(C)=O)[C@H](O1)CNC(=O)[C@H](OC(C)=O)[C@@H](OC(C)=O)[C@H](OC(C)=O)[C@H](OC(C)=O)COC(C)=O)NC(C1=CC=C(C(=O)N[C@H]2[C@@](O)(O[C@@H]([C@H]([C@@H]2OC(C)=O)OC(C)=O)CNC(=O)[C@H](OC(C)=O)[C@@H](OC(C)=O)[C@H](OC(C)=O)[C@H](OC(C)=O)COC(C)=O)CC2=CC=CC=C2)C=C1)=O (terephthalic acid bis-[[benzyl 3,4-di-O-acetyl-2,6-didesoxy-6-(2,3 ,4,5,6-penta-O-acetyl-D-gluconoylamino)-α-D-glucopyranosid-2-yl]-amide]), 11.F. The solvent is CO.O1CCOCC1 (methanol dioxan). The product is C(C1=CC=CC=C1)[C@@]1(O)[C@@H]([C@@H](O)[C@H](O)[C@H](O1)CNC(=O)[C@H](O)[C@@H](O)[C@H](O)[C@H](O)CO)NC(C1=CC=C(C(=O)N[C@H]2[C@@](O)(O[C@@H]([C@H]([C@@H]2O)O)CNC(=O)[C@H](O)[C@@H](O)[C@H](O)[C@H](O)CO)CC2=CC=CC=C2)C=C1)=O (terephthalic acid bis-[(benzyl 2,6-didesoxy-6-D-gluconoylamino-α-D-glucopyranosid-2-yl)-amide]). As a reaction SMILES: [CH2:1]([C@@:8]1([O:22][C@H:21]([CH2:23][NH:24][C:25]([C@@H:27]([C@H:32]([C@@H:37]([C@@H:42]([CH2:47][O:48]C(=O)C)[O:43]C(=O)C)[O:38]C(=O)C)[O:33]C(=O)C)[O:28]C(=O)C)=[O:26])[C@@H:16]([O:17]C(=O)C)[C@H:11]([O:12]C(=O)C)[C@H:10]1[NH:52][C:53](=[O:114])[C:54]1[CH:113]=[CH:112][C:57]([C:58]([NH:60][C@@H:61]2[C@@H:67]([O:68]C(=O)C)[C@H:66]([O:72]C(=O)C)[C@@H:65]([CH2:76][NH:77][C:78]([C@@H:80]([C@H:85]([C@@H:90]([C@@H:95]([CH2:100][O:101]C(=O)C)[O:96]C(=O)C)[O:91]C(=O)C)[O:86]C(=O)C)[O:81]C(=O)C)=[O:79])[O:64][C@:62]2([CH2:105][C:106]2[CH:111]=[CH:110][CH:109]=[CH:108][CH:107]=2)[OH:63])=[O:59])=[CH:56][CH:55]=1)[OH:9])[C:2]1[CH:7]=[CH:6][CH:5]=[CH:4][CH:3]=1>CO.O1CCOCC1>[CH2:1]([C@@:8]1([O:22][C@H:21]([CH2:23][NH:24][C:25]([C@@H:27]([C@H:32]([C@@H:37]([C@@H:42]([CH2:47][OH:48])[OH:43])[OH:38])[OH:33])[OH:28])=[O:26])[C@@H:16]([OH:17])[C@H:11]([OH:12])[C@H:10]1[NH:52][C:53](=[O:114])[C:54]1[CH:113]=[CH:112][C:57]([C:58]([NH:60][C@@H:61]2[C@@H:67]([OH:68])[C@H:66]([OH:72])[C@@H:65]([CH2:76][NH:77][C:78]([C@@H:80]([C@H:85]([C@@H:90]([C@@H:95]([CH2:100][OH:101])[OH:96])[OH:91])[OH:86])[OH:81])=[O:79])[O:64][C@:62]2([CH2:105][C:106]2[CH:107]=[CH:108][CH:109]=[CH:110][CH:111]=2)[OH:63])=[O:59])=[CH:56][CH:55]=1)[OH:9])[C:2]1[CH:7]=[CH:6][CH:5]=[CH:4][CH:3]=1 |f:1.2|. Procedure: A solution of terephthalic acid bis-[[benzyl 3,4-di-O-acetyl-2,6-didesoxy-6-(2,3 ,4,5,6-penta-O-acetyl-D-gluconoylamino)-α-D-glucopyranosid-2-yl]-amide] in methanol/dioxan 2:1 was deacetylated as described in Ex. 11.F. and gave terephthalic acid bis-[(benzyl 2,6-didesoxy-6-D-gluconoylamino-α-D-glucopyranosid-2-yl)-amide], MS: m/z 1023.3 ([M+H]+).